This data is from the Open Reaction Database (ORD), a public repository of structured organic reaction records. The task is: describe an organic reaction: reactants, conditions, products, and yield Reactants: [Na+].[Cl-] (NaCl), C(CCCCCCCCCCC)(=O)C1=C(NC2=CC=CC=C12)C(=O)OCC (ethyl 3-dodecanoylindole-2-carboxylate), CC(C)([O-])C (t-butoxide), BrCC1=CC=C(OCC(=O)OCC)C=C1 (ethyl 2-[4-(bromomethyl)phenoxy]acetate). The solvent is O (water), CS(=O)C (DMSO). The product is C(=O)(O)COC1=CC=C(CN2C(=C(C3=CC=CC=C23)C(CCCCCCCCCCC)=O)C(=O)O)C=C1 (1-[4-(Carboxymethoxy)benzyl]-3-dodecanoylindole-2-carboxylic acid). RXN SMILES: [C:1]([C:14]1[C:22]2[C:17](=[CH:18][CH:19]=[CH:20][CH:21]=2)[NH:16][C:15]=1[C:23]([O:25]CC)=[O:24])(=[O:13])[CH2:2][CH2:3][CH2:4][CH2:5][CH2:6][CH2:7][CH2:8][CH2:9][CH2:10][CH2:11][CH3:12].CC(C)([O-])C.Br[CH2:34][C:35]1[CH:47]=[CH:46][C:38]([O:39][CH2:40][C:41]([O:43]CC)=[O:42])=[CH:37][CH:36]=1.[Na+].[Cl-]>O.CS(C)=O>[C:41]([CH2:40][O:39][C:38]1[CH:46]=[CH:47][C:35]([CH2:34][N:16]2[C:17]3[C:22](=[CH:21][CH:20]=[CH:19][CH:18]=3)[C:14]([C:1](=[O:13])[CH2:2][CH2:3][CH2:4][CH2:5][CH2:6][CH2:7][CH2:8][CH2:9][CH2:10][CH2:11][CH3:12])=[C:15]2[C:23]([OH:25])=[O:24])=[CH:36][CH:37]=1)([OH:43])=[O:42] |f:3.4|. Reported procedure: A mixture of 223 mg (0.6 mmol) of ethyl 3-dodecanoylindole-2-carboxylate, 81 mg (0.72 mmol) of potasisum t-butoxide and 2 ml of absol. DMSO is stirred in an oil bath at 110° C. for 5 min. Then 197 mg (0.72 mmol) of ethyl 2-[4-(bromomethyl)phenoxy]acetate are added, and the mixture is heated at the same temperature for a further 10 min. Cooling and addition of water and NaCl are followed by extraction with ether. The organic phase is dried over Na2SO4, the solvent is distilled off, and the residu... Starting materials: CC(=O)O[BH-](OC(C)=O)OC(C)=O, CC(=O)O, ClCCCl, O=C1CCCc2ccc([N+](=O)[O-])cc2C1, NCc1ccccc1, [Na+], [Na+], [OH-]. Yields the product O=[N+]([O-])c1ccc2c(c1)CC(NCc1ccccc1)CCC2. Reaction SMILES: [C:24]([O:25][BH-:26]([O:27][C:28](=[O:29])[CH3:30])[O:31][C:32](=[O:33])[CH3:34])(=[O:35])[CH3:36].[CH3:44][C:45](=[O:46])[OH:47].[Cl:40][CH2:41][CH2:42][Cl:43].[N+:1](=[O:2])([O-:3])[c:4]1[cH:5][c:6]2[c:7]([cH:14][cH:15]1)[CH2:8][CH2:9][CH2:10][C:11](=[O:13])[CH2:12]2.[NH2:16][CH2:17][c:18]1[cH:19][cH:20][cH:21][cH:22][cH:23]1.[Na+:37].[Na+:39].[OH-:38]>>[N+:1](=[O:2])([O-:3])[c:4]1[cH:5][c:6]2[c:7]([cH:14][cH:15]1)[CH2:8][CH2:9][CH2:10][CH:11]([NH:16][CH2:17][c:18]1[cH:19][cH:20][cH:21][cH:22][cH:23]1)[CH2:12]2. Starting materials: Fc1cc(Br)cnc1Br, CC(C)(C)c1ccc(B(O)O)c(O[SiH](c2ccccc2)c2ccccc2)c1. Product: CC(C)(C)c1ccc(-c2ncc(Br)cc2F)c(O[SiH](c2ccccc2)c2ccccc2)c1. RXN SMILES: [Br:1][c:2]1[n:3][cH:4][c:5]([Br:9])[cH:6][c:7]1[F:8].[C:10]([CH3:11])([CH3:12])([CH3:13])[c:14]1[cH:15][c:16]([O:23][SiH:24]([c:25]2[cH:26][cH:27][cH:28][cH:29][cH:30]2)[c:31]2[cH:32][cH:33][cH:34][cH:35][cH:36]2)[c:17]([B:20]([OH:21])[OH:22])[cH:18][cH:19]1>>[c:2]1(-[c:17]2[c:16]([O:23][SiH:24]([c:25]3[cH:26][cH:27][cH:28][cH:29][cH:30]3)[c:31]3[cH:32][cH:33][cH:34][cH:35][cH:36]3)[cH:15][c:14]([C:10]([CH3:11])([CH3:12])[CH3:13])[cH:19][cH:18]2)[n:3][cH:4][c:5]([Br:9])[cH:6][c:7]1[F:8]. Reactants: CC(C)(C)ON=O, C1CCOC1, CCOC(C)=O, Nc1nc(-c2cccc(NS(=O)(=O)c3c(F)cccc3F)c2)c(-c2ccnc(Cl)n2)s1. The product is O=S(=O)(Nc1cccc(-c2ncsc2-c2ccnc(Cl)n2)c1)c1c(F)cccc1F. RXN SMILES: [C:32]([O:33][N:34]=[O:35])([CH3:36])([CH3:37])[CH3:38].[CH2:39]1[O:40][CH2:41][CH2:42][CH2:43]1.[CH3:44][CH2:45][O:46][C:47]([CH3:48])=[O:49].[NH2:1][c:2]1[s:3][c:4](-[c:25]2[n:26][c:27]([Cl:31])[n:28][cH:29][cH:30]2)[c:5](-[c:7]2[cH:8][c:9]([NH:13][S:14](=[O:15])(=[O:16])[c:17]3[c:18]([F:24])[cH:19][cH:20][cH:21][c:22]3[F:23])[cH:10][cH:11][cH:12]2)[n:6]1>>[cH:2]1[s:3][c:4](-[c:25]2[n:26][c:27]([Cl:31])[n:28][cH:29][cH:30]2)[c:5](-[c:7]2[cH:8][c:9]([NH:13][S:14](=[O:15])(=[O:16])[c:17]3[c:18]([F:24])[cH:19][cH:20][cH:21][c:22]3[F:23])[cH:10][cH:11][cH:12]2)[n:6]1. Starting materials: C(C)(C)(C)OC(=O)N1[C@@H](CC(C1)=NOC)C(=O)O ((2S,4EZ)-1-(tert-butoxycarbonyl)-4-(methoxyimino)-2-pyrrolidinecarboxylic acid), N1=CC(=CC=C1)C1=CC=C(C(=O)O)C=C1 (4-(3-pyridinyl)benzoic acid), NCC(O)C1=CC=C(C=C1)[N+](=O)[O-] ((1RS)-2-amino-1-(4-nitrophenyl)ethanol). The product is OC(CNC(=O)[C@H]1N(CC(C1)=NOC)C(C1=CC=C(C=C1)C=1C=NC=CC1)=O)C1=CC=C(C=C1)[N+](=O)[O-] ((2S,4EZ)-N-[(2RS)-2-hydroxy-2-(4-nitrophenyl)ethyl]-4-(methoxyimino)-1-[4-(3-pyridinyl)benzoyl]-2-pyrrolidinecarboxamide). RXN SMILES: C(O[C:6]([N:8]1[CH2:12][C:11](=[N:13][O:14][CH3:15])[CH2:10][C@H:9]1[C:16]([OH:18])=O)=[O:7])(C)(C)C.[N:19]1[CH:24]=[CH:23][CH:22]=[C:21]([C:25]2[CH:33]=[CH:32][C:28](C(O)=O)=[CH:27][CH:26]=2)[CH:20]=1.[NH2:34][CH2:35][CH:36]([C:38]1[CH:43]=[CH:42][C:41]([N+:44]([O-:46])=[O:45])=[CH:40][CH:39]=1)[OH:37]>>[OH:37][CH:36]([C:38]1[CH:39]=[CH:40][C:41]([N+:44]([O-:46])=[O:45])=[CH:42][CH:43]=1)[CH2:35][NH:34][C:16]([C@@H:9]1[CH2:10][C:11](=[N:13][O:14][CH3:15])[CH2:12][N:8]1[C:6](=[O:7])[C:28]1[CH:27]=[CH:26][C:25]([C:21]2[CH:20]=[N:19][CH:24]=[CH:23][CH:22]=2)=[CH:33][CH:32]=1)=[O:18]. Procedure details: Following the general method as outlined in Example 22, starting from (2S,4EZ)-1-(tert-butoxycarbonyl)-4-(methoxyimino)-2-pyrrolidinecarboxylic acid, 4-(3-pyridinyl)benzoic acid, and (1RS)-2-amino-1-(4-nitrophenyl)ethanol, the title compound was obtained in 72% purity by HPLC. MS(ESI+): m/z=504. The reactants are ClC1=CC=C(C=N1)CC=1C=C2C(N(C=NC2=C2C1C=CC=C2)[C@H]2[C@@H](CCCC2)O)=O (rac-6-[(6-chloropyridin-3-yl)methyl]-3-[trans-2-hydroxycyclohexyl]benzo[h]quinazolin-4(3H)-one), CN(C)C=O (DMF). Reported procedure: To a solution of rac-6-[(6-chloropyridin-3-yl)methyl]-3-[trans-2-hydroxycyclohexyl]benzo[h]quinazolin-4(3H)-one (0.050 g, 0.12 mmol) and zinc cyanide (0.042 g, 0.36 mmol) in 2 mL of DMF under an atmosphere of nitrogen was added bis(tri-tert-butylphosphine)palladium(0) (10 mol %). The mixture was irradiated in a microwave reactor at 160° C. for 1 h, cooled to rt, filtered, and purified via preparative reverse phase HPLC to provide the title compound that gave a proton NMR spectra consistent with ... Yields the product O[C@H]1[C@@H](CCCC1)N1C=NC2=C3C(=C(C=C2C1=O)CC=1C=CC(=NC1)C#N)C=CC=C3 (rac-5-({3-[trans-2-hydroxycyclohexyl]-4-oxo-3,4-dihydrobenzo[h]quinazolin-6-yl}methyl)pyridine-2-carbonitrile). Reaction SMILES: Cl[C:2]1[N:7]=[CH:6][C:5]([CH2:8][C:9]2[CH:10]=[C:11]3[C:16](=[C:17]4[CH:22]=[CH:21][CH:20]=[CH:19][C:18]=24)[N:15]=[CH:14][N:13]([C@@H:23]2[CH2:28][CH2:27][CH2:26][CH2:25][C@H:24]2[OH:29])[C:12]3=[O:30])=[CH:4][CH:3]=1.[CH3:31][N:32](C=O)C>[C-]#N.[Zn+2].[C-]#N.CC(C)([P](C(C)(C)C)([Pd][P](C(C)(C)C)(C(C)(C)C)C(C)(C)C)C(C)(C)C)C>[OH:29][C@@H:24]1[CH2:25][CH2:26][CH2:27][CH2:28][C@H:23]1[N:13]1[C:12](=[O:30])[C:11]2[C:16](=[C:17]3[CH:22]=[CH:21][CH:20]=[CH:19][C:18]3=[C:9]([CH2:8][C:5]3[CH:4]=[CH:3][C:2]([C:31]#[N:32])=[N:7][CH:6]=3)[CH:10]=2)[N:15]=[CH:14]1 |f:2.3.4,^1:43,49|. The reagents and catalysts are [C-]#N.[Zn+2].[C-]#N (zinc cyanide), CC(C)([P](C(C)(C)C)([Pd][P](C(C)(C)C)(C(C)(C)C)C(C)(C)C)C(C)(C)C)C (bis(tri-tert-butylphosphine)palladium(0)). Reactants: C(C)(C)(C)C=1C=C(C=C(C1O)C(C)(C)C)CCCOC1OCCCC1 (3-(3,5-di-tert-butyl-4-hydroxyphenyl)-1-(tetrahydropyran-2-yloxy)propane), C(C)(=O)OC(C)=O (acetic anhydride). The yield is 93.4%. The reagents and catalysts are S(=O)(=O)(O)[O-].C(CCC)[N+](CCCC)(CCCC)CCCC (tetrabutylammonium hydrogen sulphate). Yields the product C(C)(=O)OC1=C(C=C(C=C1C(C)(C)C)CCCOC1OCCCC1)C(C)(C)C (3-(4-acetoxy-3,5-di-tert-butylphenyl)-l-(tetrahydropyran-2-yloxy)propane). The solvent is ClCCl (dichloromethane), [OH-].[Na+] (sodium hydroxide), ClCCl (dichloromethane). Procedure details: A vigourously stirred mixture of 40.74 g (0.117 mol) of 3-(3,5-di-tert-butyl-4-hydroxyphenyl)-1-(tetrahydropyran-2-yloxy)propane and 5.85 g (16.7 mmol) of tetrabutylammonium hydrogen sulphate in 250 ml of dichloromethane and 250 ml of 50% aqueous sodium hydroxide is treated at 0° C. dropwise with 14.32 g (0.140 mol) of acetic anhydride, dissolved in 100 ml of dichloromethane, under a nitrogen atmosphere. After addition is complete, the mixture is reacted for an additional 4--hour period at ambie... RXN SMILES: [C:1]([C:5]1[CH:6]=[C:7]([CH2:16][CH2:17][CH2:18][O:19][CH:20]2[CH2:25][CH2:24][CH2:23][CH2:22][O:21]2)[CH:8]=[C:9]([C:12]([CH3:15])([CH3:14])[CH3:13])[C:10]=1[OH:11])([CH3:4])([CH3:3])[CH3:2].[C:26](OC(=O)C)(=[O:28])[CH3:27]>S([O-])(O)(=O)=O.C([N+](CCCC)(CCCC)CCCC)CCC.ClCCl.[OH-].[Na+]>[C:26]([O:11][C:10]1[C:5]([C:1]([CH3:2])([CH3:3])[CH3:4])=[CH:6][C:7]([CH2:16][CH2:17][CH2:18][O:19][CH:20]2[CH2:25][CH2:24][CH2:23][CH2:22][O:21]2)=[CH:8][C:9]=1[C:12]([CH3:15])([CH3:14])[CH3:13])(=[O:28])[CH3:27] |f:2.3,5.6|.